This data is from the Open Reaction Database (ORD), a public repository of structured organic reaction records. The task is: describe an organic reaction: reactants, conditions, products, and yield Starting materials: CC(C)(C)OC(=O)N1CCC(N2CC(COS(C)(=O)=O)OC2=O)CC1, COC(=O)CN1CCNCC1. Yields the product COC(=O)CN1CCN(CC2CN(C3CCN(C(=O)OC(C)(C)C)CC3)C(=O)O2)CC1. Reaction SMILES: [C:12](=[O:13])([O:14][C:15]([CH3:16])([CH3:17])[CH3:18])[N:19]1[CH2:20][CH2:21][CH:22]([N:25]2[C:26](=[O:36])[O:27][CH:28]([CH2:30][O:31][S:32]([CH3:33])(=[O:34])=[O:35])[CH2:29]2)[CH2:23][CH2:24]1.[N:1]1([CH2:7][C:8](=[O:9])[O:10][CH3:11])[CH2:2][CH2:3][NH:4][CH2:5][CH2:6]1>>[N:1]1([CH2:7][C:8](=[O:9])[O:10][CH3:11])[CH2:2][CH2:3][N:4]([CH2:30][CH:28]2[O:27][C:26](=[O:36])[N:25]([CH:22]3[CH2:21][CH2:20][N:19]([C:12](=[O:13])[O:14][C:15]([CH3:16])([CH3:17])[CH3:18])[CH2:24][CH2:23]3)[CH2:29]2)[CH2:5][CH2:6]1. Reactants: [Al+3], CCOC(=O)c1cccc(-c2csc(-c3ccc(OCC)c(OCC)c3)n2)n1, [H-], [H-], [H-], [H-], [Li+], [Na+], [Na+], O=S(=O)([O-])[O-], C1CCOC1. The product is CCOc1ccc(-c2nc(-c3cccc(CO)n3)cs2)cc1OCC. Reaction SMILES: [Al+3:2].[CH2:7]([CH3:8])[O:9][c:10]1[cH:11][c:12](-[c:19]2[s:20][cH:21][c:22](-[c:24]3[cH:25][cH:26][cH:27][c:28]([C:30](=[O:31])[O:32][CH2:33][CH3:34])[n:29]3)[n:23]2)[cH:13][cH:14][c:15]1[O:16][CH2:17][CH3:18].[H-:1].[H-:4].[H-:5].[H-:6].[Li+:3].[Na+:35].[Na+:36].[O-:37][S:38](=[O:39])(=[O:40])[O-:41].[O:42]1[CH2:43][CH2:44][CH2:45][CH2:46]1>>[CH2:7]([CH3:8])[O:9][c:10]1[cH:11][c:12](-[c:19]2[s:20][cH:21][c:22](-[c:24]3[cH:25][cH:26][cH:27][c:28]([CH2:30][OH:31])[n:29]3)[n:23]2)[cH:13][cH:14][c:15]1[O:16][CH2:17][CH3:18]. The reactants are CC(C)(C)OC(=O)NC1C(=O)N(S(=O)(=O)O)C1C1CCCCC1, ClCCl, CCCC[N+](CCCC)(CCCC)CCCC, O=CO. The product is NC1C(=O)N(S(=O)(=O)O)C1C1CCCCC1. RXN SMILES: [C:1]([O:2][C:3](=[O:4])[NH:8][CH:9]1[C:10](=[O:23])[N:11]([S:19](=[O:20])(=[O:21])[OH:22])[CH:12]1[CH:13]1[CH2:14][CH2:15][CH2:16][CH2:17][CH2:18]1)([CH3:5])([CH3:6])[CH3:7].[CH2:41]([Cl:42])[Cl:43].[CH3:24][CH2:25][CH2:26][CH2:27][N+:28]([CH2:29][CH2:30][CH2:31][CH3:32])([CH2:33][CH2:34][CH2:35][CH3:36])[CH2:37][CH2:38][CH2:39][CH3:40].[CH:44]([OH:45])=[O:46]>>[NH2:8][CH:9]1[C:10](=[O:23])[N:11]([S:19](=[O:20])(=[O:21])[OH:22])[CH:12]1[CH:13]1[CH2:14][CH2:15][CH2:16][CH2:17][CH2:18]1. Starting materials: S(=O)=O (sulfur dioxide), prepolymer solution, C=O (formaldehyde), NC(=O)N (urea), N1=C(N)N=C(N)N=C1N (melamine). Run in C=1(C(=CC=CC1)C)C (xylene), O (water). Conditions: temperature 65 celsius, time 1 hour. Yields the product C=O.NC(=O)N.N1=C(N)N=C(N)N=C1N (urea-formaldehyde melamine), total solids. The yield is 16.0%. Reaction SMILES: C=O.[NH2:3][C:4]([NH2:6])=[O:5].[N:7]1[C:14]([NH2:15])=[N:13][C:11]([NH2:12])=[N:10][C:8]=1[NH2:9].S(=O)=O>C1(C)C(C)=CC=CC=1.O>[CH2:4]=[O:5].[NH2:3][C:4]([NH2:6])=[O:5].[N:7]1[C:14]([NH2:15])=[N:13][C:11]([NH2:12])=[N:10][C:8]=1[NH2:9] |f:6.7.8|. Reported procedure: A urea-formaldehyde-melamine prepolymer solution is prepared from 165 grams of 37% aqueous formaldehyde, 45 grams of water, 89 grams of urea and 1 gram of melamine, adjusted to pH 9.3 and heated for 1 hour at 65° C. One-hundred seventy grams of this prepolymer solution are emulsified in a solution of six grams of Tetronic 1502 dissolved in one-hundred grams of xylene, and 0.06 milliequivalents of sulfur dioxide (about 4 normal in xylene solution) is added, resulting in an exothermic reaction. Af...